From a dataset of the Open Reaction Database (ORD), a public repository of structured organic reaction records. describe an organic reaction: reactants, conditions, products, and yield Starting materials: O=C1CCN(CC1)CC#N (4-oxo-1-piperidineacetonitrile), C(CO)O (ethylene glycol), C(O)([O-])=O.[Na+] (sodium hydrogencarbonate). The reagents and catalysts are C1(=CC=C(C=C1)S(=O)(=O)O)C (p-toluenesulfonic acid). Run in C1(=CC=CC=C1)C (toluene). The product is C1OC2(CCN(CC2)CC#N)OC1 (4,4-Ethylenedioxy-1-piperidineacetonitrile). Yield: 97.1%. Reaction SMILES: [O:1]=[C:2]1[CH2:7][CH2:6][N:5]([CH2:8][C:9]#[N:10])[CH2:4][CH2:3]1.[CH2:11](O)[CH2:12][OH:13].C(=O)([O-])O.[Na+]>C1(C)C=CC=CC=1.C1(C)C=CC(S(O)(=O)=O)=CC=1>[CH2:11]1[CH2:12][O:13][C:2]2([CH2:7][CH2:6][N:5]([CH2:8][C:9]#[N:10])[CH2:4][CH2:3]2)[O:1]1 |f:2.3|. Procedure details: A solution of 10.0 g of 4-oxo-1-piperidineacetonitrile, 22.6 g of ethylene glycol and 0.62 g of anhydrous p-toluenesulfonic acid in 100 ml of toluene was refluxed for 6 hours with Dean-stark dehydrating apparatus. After cooling, the reaction mixture was added with saturated aqueous sodium hydrogencarbonate solution and extracted with ethyl acetate. The extract was dried, and the solvent was evaporated to give a pale brown liquid. The resulting liquid was purified by alumina column chromatography... The reactants are NC1=CC=C(C(=O)OCC)C=C1 (ethyl 4-aminobenzoate), C(#N)[BH3-].[Na+] (sodium cyanoborohydride), Cl (hydrochloric acid), C(C)=O (acetaldehyde). Solvent: CO (methanol). Yields the product C(C)NC1=CC=C(C(=O)OCC)C=C1 (Ethyl N-ethyl-4-aminobenzoate). As a reaction SMILES: [NH2:1][C:2]1[CH:12]=[CH:11][C:5]([C:6]([O:8][CH2:9][CH3:10])=[O:7])=[CH:4][CH:3]=1.C([BH3-])#N.[Na+].Cl.[CH:18](=O)[CH3:19]>CO>[CH2:18]([NH:1][C:2]1[CH:3]=[CH:4][C:5]([C:6]([O:8][CH2:9][CH3:10])=[O:7])=[CH:11][CH:12]=1)[CH3:19] |f:1.2|. Procedure details: To a solution of 5 g of ethyl 4-aminobenzoate in 100 ml of methanol, 0.74 ml of acetaldehyde, 1.89 g of sodium cyanoborohydride and 2.1 ml of hydrochloric acid 23% were added. Reactants: CC1=C(C=C(C=C1)C1=NOC(N1)=O)[N+](=O)[O-] (3-(4-methyl-3-nitrophenyl)-1,2,4-oxadiazol-5(4H)-one), CN(C=O)C (N,N-dimethylformamide), O=P(Cl)(Cl)Cl (POCl3). The product is ClC1=NC(=NO1)C1=CC(=C(C=C1)C)[N+](=O)[O-] (5-chloro-3-(4-methyl-3-nitrophenyl)-1,2,4-oxadiazole). As a reaction SMILES: [CH3:1][C:2]1[CH:7]=[CH:6][C:5]([C:8]2[NH:12][C:11](=O)[O:10][N:9]=2)=[CH:4][C:3]=1[N+:14]([O-:16])=[O:15].CN(C)C=O.O=P(Cl)(Cl)[Cl:24]>>[Cl:24][C:11]1[O:10][N:9]=[C:8]([C:5]2[CH:6]=[CH:7][C:2]([CH3:1])=[C:3]([N+:14]([O-:16])=[O:15])[CH:4]=2)[N:12]=1. Reported procedure: To a solution of 3-(4-methyl-3-nitrophenyl)-1,2,4-oxadiazol-5(4H)-one (106) (12 g, 54.26 mmol) in POCl3 (120 mL) was added N,N-dimethylformamide (12 mL). The resulted solution was heated to reflux for 72 hours then concentrated under vacuum. The residue was dissolved in water (250 mL) and extracted with ethyl acetate (3×250 mL). The combined organic layers were washed with brine (3×250 mL), dried over anhydrous sodium sulfate and concentrated under vacuum. The residue was purified by flash chrom... The reactants are O=C(n1ccnc1)n1ccnc1, COc1c(C(=O)O)c(C)nn1C, CN(C)C=O, CCN1CCCC1CN, C1CCOC1. Product: CCN1CCCC1CNC(=O)c1c(C)nn(C)c1OC. RXN SMILES: [C:13]([n:14]1[cH:15][cH:16][n:17][cH:18]1)([n:19]1[cH:20][cH:21][n:22][cH:23]1)=[O:24].[CH3:1][n:2]1[n:3][c:4]([CH3:12])[c:5]([C:9](=[O:10])[OH:11])[c:6]1[O:7][CH3:8].[CH3:34][N:35]([CH3:36])[CH:37]=[O:38].[NH2:25][CH2:26][CH:27]1[N:28]([CH2:32][CH3:33])[CH2:29][CH2:30][CH2:31]1.[O:39]1[CH2:40][CH2:41][CH2:42][CH2:43]1>>[CH3:1][n:2]1[n:3][c:4]([CH3:12])[c:5]([C:9](=[O:10])[NH:25][CH2:26][CH:27]2[N:28]([CH2:32][CH3:33])[CH2:29][CH2:30][CH2:31]2)[c:6]1[O:7][CH3:8]. Starting materials: ClC1=CC(=NC(=N1)N1CCOCC1)OC1CCN(CC1)C(=O)OC(C)(C)C (tert-butyl 4-(6-chloro-2-morpholinopyrimidin-4-yloxy)piperidine-1-carboxylate), N-Boc, NC1=NC=C(C=N1)C1=CC(=NC(=N1)N1CCOCC1)NC=1C=NC2=CC=CC(=C2C1)OC (N-(6-(2-aminopyrimidin-5-yl)-2-morpholinopyrimidin-4-yl)-5-methoxyquinolin-3-amine). Yields the product NC1=NC=C(C(=N1)N)C1=CC(=NC(=N1)N1CCOCC1)OC1CCN(CC1)C(=O)OC(C)(C)C (tert-butyl 4-(6-(2,4-diaminopyrimidin-5-yl)-2-morpholinopyrimidin-4-yloxy)piperidine-1-carboxylate), O1CCN(CC1)C1=NC(=CC(=N1)C=1C(=NC(=NC1)N)N)OC1CCNCC1 (5-(2-morpholino-6-(piperidin-4-yloxy)pyrimidin-4-yl)pyrimidine-2,4-diamine). As a reaction SMILES: Cl[C:2]1[N:7]=[C:6]([N:8]2[CH2:13][CH2:12][O:11][CH2:10][CH2:9]2)[N:5]=[C:4]([O:14][CH:15]2[CH2:20][CH2:19][N:18]([C:21]([O:23][C:24]([CH3:27])([CH3:26])[CH3:25])=[O:22])[CH2:17][CH2:16]2)[CH:3]=1.NC1N=CC([C:35]2[N:40]=[C:39]([N:41]3CCOCC3)[N:38]=[C:37]([NH:47]C3C=NC4C(C=3)=C(OC)C=CC=4)[CH:36]=2)=CN=1>>[NH2:41][C:39]1[N:38]=[C:37]([NH2:47])[C:36]([C:2]2[N:7]=[C:6]([N:8]3[CH2:13][CH2:12][O:11][CH2:10][CH2:9]3)[N:5]=[C:4]([O:14][CH:15]3[CH2:20][CH2:19][N:18]([C:21]([O:23][C:24]([CH3:27])([CH3:26])[CH3:25])=[O:22])[CH2:17][CH2:16]3)[CH:3]=2)=[CH:35][N:40]=1.[O:11]1[CH2:10][CH2:9][N:8]([C:6]2[N:7]=[C:2]([C:36]3[C:37]([NH2:47])=[N:38][C:39]([NH2:41])=[N:40][CH:35]=3)[CH:3]=[C:4]([O:14][CH:15]3[CH2:16][CH2:17][NH:18][CH2:19][CH2:20]3)[N:5]=2)[CH2:13][CH2:12]1. Reported procedure: tert-butyl 4-(6-(2,4-diaminopyrimidin-5-yl)-2-morpholinopyrimidin-4-yloxy)piperidine-1-carboxylate was prepared by Suzuki reaction tert-butyl 4-(6-chloro-2-morpholinopyrimidin-4-yloxy)piperidine-1-carboxylate, as shown in Step 2 of Example 19, with 5-(4,4,5,5-tetramethyl-1,3,2-dioxaborolan-2-yl)pyrimidine-2,4-diamine (prepared as in Method 7). The crude product was purified by reverse phase HPLC and isolated as the free base after extraction into EtOAc upon basifying (70%). LCMS (m/z): 473.1 (MH... Reactants: Cl[Si](C)(C)C (Chlorotrimethylsilane), N[C@@H]1[C@@H](CCCCC1)C(=O)O (cis-2-aminocycloheptanecarboxylic acid). Solvent: CO (methanol). Reaction conditions: time 2 hour. The product is COC(=O)[C@H]1[C@H](CCCCC1)N (cis-2-aminocycloheptanecarboxylic acid methyl ester). The yield is 61.8%. RXN SMILES: Cl[Si](C)(C)[CH3:3].[NH2:6][C@H:7]1[CH2:13][CH2:12][CH2:11][CH2:10][CH2:9][C@H:8]1[C:14]([OH:16])=[O:15]>CO>[CH3:3][O:15][C:14]([C@@H:8]1[CH2:9][CH2:10][CH2:11][CH2:12][CH2:13][C@@H:7]1[NH2:6])=[O:16]. Procedure: Chlorotrimethylsilane (3.96 mL, 31.2 mmol) was added dropwise to cis-2-aminocycloheptanecarboxylic acid (2.45 g, 15.6 mmol) in methanol (25 mL) at room temperature under nitrogen. After stirring for 2 h, the solvent was evaporated in vacuo and the residue was triturated with ether. The white solid was filtered and then dried under vacuum overnight to provide (1.65 g) cis-2-aminocycloheptanecarboxylic acid methyl ester: 1H NMR (CDCl3) δ 8.44 (s br, 2 H), 3.77 (s, 3 H), 3.62 (s br, 1 H), 3.27 (s b... The reactants are C(=O)NC=1SC=C(N1)C(C(=O)O)=NOCCNC(=O)OC(C)(C)C (2-(2-Formamidothiazol-4-yl)-2-(2-tert-butoxycarbonylaminoethoxyimino)acetic acid), NC1[C@@H]2N(C(=C(CS2)CSC=2SC=NN2)C(=O)O)C1=O (7-amino-3-(1,3,4-thiadiazol-2-yl)thiomethyl-3-cephem-4-carboxylic acid). Isolated yield 86.2%. Product: C(=O)NC=1SC=C(N1)C(C(=O)NC1[C@@H]2N(C(=C(CS2)CSC=2SC=NN2)C(=O)O)C1=O)=NOCCNC(=O)OC(C)(C)C (7-[2-(2-formamidothiazol-4-yl)-2-(2-tert-butoxycarbonylaminoethoxyimino)acetamido]-3-(1,3,4-thiadiazol-2-yl)thiomethyl-3-cephem-4-carboxylic acid). RXN SMILES: [CH:1]([NH:3][C:4]1[S:5][CH:6]=[C:7]([C:9](=[N:13][O:14][CH2:15][CH2:16][NH:17][C:18]([O:20][C:21]([CH3:24])([CH3:23])[CH3:22])=[O:19])[C:10]([OH:12])=O)[N:8]=1)=[O:2].[NH2:25][CH:26]1[C:43](=[O:44])[N:28]2[C:29]([C:40]([OH:42])=[O:41])=[C:30]([CH2:33][S:34][C:35]3[S:36][CH:37]=[N:38][N:39]=3)[CH2:31][S:32][C@H:27]12>>[CH:1]([NH:3][C:4]1[S:5][CH:6]=[C:7]([C:9](=[N:13][O:14][CH2:15][CH2:16][NH:17][C:18]([O:20][C:21]([CH3:24])([CH3:23])[CH3:22])=[O:19])[C:10]([NH:25][CH:26]2[C:43](=[O:44])[N:28]3[C:29]([C:40]([OH:42])=[O:41])=[C:30]([CH2:33][S:34][C:35]4[S:36][CH:37]=[N:38][N:39]=4)[CH2:31][S:32][C@H:27]23)=[O:12])[N:8]=1)=[O:2]. Procedure: 2-(2-Formamidothiazol-4-yl)-2-(2-tert-butoxycarbonylaminoethoxyimino)acetic acid (syn isomer, 2 g.) and 7-amino-3-(1,3,4-thiadiazol-2-yl)thiomethyl-3-cephem-4-carboxylic acid (1.8 g.) were treated in a similar manner to that of Example 20-(1) to give 7-[2-(2-formamidothiazol-4-yl)-2-(2-tert-butoxycarbonylaminoethoxyimino)acetamido]-3-(1,3,4-thiadiazol-2-yl)thiomethyl-3-cephem-4-carboxylic acid (syn isomer, 3.15 g.). Starting materials: N1CCC(C(=O)N)CC1 (isonipecotamide), BrCCCCCCCCCCCCCCC (1-bromopentadecane), C([O-])([O-])=O.[K+].[K+] (potassium carbonate). Yields the product C(CCCCCCCCCCCCCC)N1CCC(CC1)C(=O)N (1-Pentadecyl-piperidine-4-carboxamide). Isolated yield 85.2%. Reaction SMILES: [NH:1]1[CH2:9][CH2:8][CH:4]([C:5]([NH2:7])=[O:6])[CH2:3][CH2:2]1.Br[CH2:11][CH2:12][CH2:13][CH2:14][CH2:15][CH2:16][CH2:17][CH2:18][CH2:19][CH2:20][CH2:21][CH2:22][CH2:23][CH2:24][CH3:25].C(=O)([O-])[O-].[K+].[K+]>>[CH2:25]([N:1]1[CH2:9][CH2:8][CH:4]([C:5]([NH2:7])=[O:6])[CH2:3][CH2:2]1)[CH2:24][CH2:23][CH2:22][CH2:21][CH2:20][CH2:19][CH2:18][CH2:17][CH2:16][CH2:15][CH2:14][CH2:13][CH2:12][CH3:11] |f:2.3.4|. Reported procedure: Prepared from isonipecotamide (2.0 g, 15.6 mmol), 1-bromopentadecane (4.5 g, 15.6 mmol) and potassium carbonate (2.16 g, 15.6 mmol) according to procedure used for Example 8 (Step A) to give 4.5 g of the title compound as a white solid.